describe an organic reaction: reactants, conditions, products, and yield From a dataset of the Open Reaction Database (ORD), a public repository of structured organic reaction records. Starting materials: ClC1=CC=C(C=C1)C(CNC(=O)NC1CC1)=O (N-[2-(4-chlorophenyl)-2-oxoethyl]-N′-cyclopropylurea), CO (methanol). The solvent is Cl (hydrochloric acid). Run at time 1 hour. Yields the product ClC1=CC=C(C=C1)C1=CNC(N1C1CC1)=O (5-(4-chlorophenyl)-1-cyclopropyl-1,3-dihydro-2H-imidazol-2-one). As a reaction SMILES: [Cl:1][C:2]1[CH:7]=[CH:6][C:5]([C:8](=O)[CH2:9][NH:10][C:11]([NH:13][CH:14]2[CH2:16][CH2:15]2)=[O:12])=[CH:4][CH:3]=1.CO>Cl>[Cl:1][C:2]1[CH:7]=[CH:6][C:5]([C:8]2[N:13]([CH:14]3[CH2:16][CH2:15]3)[C:11](=[O:12])[NH:10][CH:9]=2)=[CH:4][CH:3]=1. Procedure: 1525 mg (6.035 mmol) of N-[2-(4-chlorophenyl)-2-oxoethyl]-N′-cyclopropylurea from Example 113A are suspended in 25 ml of concentrated hydrochloric acid, treated with 25 ml methanol and stirred for one hour at room temperature. The reaction mixture is evaporated to dryness and the residue purified by flash chromatography on silica gel (eluent: dichloromethane/methanol 100:1, then 50:1). 1300 mg (90% of theory) of the target compound are obtained. Starting materials: N1C(CC2=CC=CC=C12)=S (2-indolinthione), C([O-])([O-])=O.[K+].[K+] (potassium carbonate), ClCC#CCO (4-chloro-2-butyn-1-ol). Run in CC(=O)C (acetone). Conditions: time 1 hour. Yields the product OCC#CCSC=1NC2=CC=CC=C2C1 (2-(4-hydroxy-2-butynylthio)indole). The yield is 110.6%. RXN SMILES: [NH:1]1[C:9]2[C:4](=[CH:5][CH:6]=[CH:7][CH:8]=2)[CH2:3][C:2]1=[S:10].C(=O)([O-])[O-].[K+].[K+].Cl[CH2:18][C:19]#[C:20][CH2:21][OH:22]>CC(C)=O>[OH:22][CH2:21][C:20]#[C:19][CH2:18][S:10][C:2]1[NH:1][C:9]2[C:4]([CH:3]=1)=[CH:5][CH:6]=[CH:7][CH:8]=2 |f:1.2.3|. Procedure: To a solution of 2-indolinthione (7.45 g) in acetone (75 ml) is added potassium carbonate (7.60 g). After stirring, 4-chloro-2-butyn-1-ol (5.48 g) is added thereto. The mixture is stirred at room temperature for 5 hours and filtered. The filtrate is condensed to remove the acetone completely. The residue is dissolved into diethylamine (10 ml), kept at room temperature for 1 hour and evaporated to remove the diethylamine aiming to remove excessive agents. The residue is dissolved in ether (250 ml... Reactants: CCO, CC(=O)Nc1ccc(-c2ccncc2)c(Cl)c1Cl, [Na+], [OH-]. The product is Nc1ccc(-c2ccncc2)c(Cl)c1Cl. RXN SMILES: [CH3:21][CH2:22][OH:23].[Cl:1][c:2]1[c:3]([NH:15][C:16](=[O:17])[CH3:18])[cH:4][cH:5][c:6](-[c:9]2[cH:10][cH:11][n:12][cH:13][cH:14]2)[c:7]1[Cl:8].[Na+:20].[OH-:19]>>[Cl:1][c:2]1[c:3]([NH2:15])[cH:4][cH:5][c:6](-[c:9]2[cH:10][cH:11][n:12][cH:13][cH:14]2)[c:7]1[Cl:8]. Reactants: O, O=[N+]([O-])O, O=S(=O)(O)O, O=C(O)c1ccc(C(=O)O)[se]1. The product is O=C(O)c1cc([N+](=O)[O-])c(C(=O)O)[se]1. As a reaction SMILES: [OH2:21].[OH:1][N+:2]([O-:3])=[O:4].[S:16](=[O:17])(=[O:18])([OH:19])[OH:20].[se:5]1[c:6]([C:13](=[O:14])[OH:15])[cH:7][cH:8][c:9]1[C:10](=[O:11])[OH:12]>>[O-:1][N+:2](=[O:4])[c:7]1[c:6]([C:13](=[O:14])[OH:15])[se:5][c:9]([C:10](=[O:11])[OH:12])[cH:8]1.